This data is from the Open Reaction Database (ORD), a public repository of structured organic reaction records. The task is: describe an organic reaction: reactants, conditions, products, and yield The reactants are NaIO4, COC1=CC2=C(C(=CO2)C(CO)O)C=C1 (1-(6-methoxy-benzofuran-3-yl)-ethane-1,2-diol). Run in C1CCOC1 (THF), O (water), O (Water). Yields the product COC1=CC2=C(C(=CO2)C=O)C=C1 (6-methoxybenzofuran-3-carbaldehyde). The yield is 52.2%. As a reaction SMILES: [CH3:1][O:2][C:3]1[CH:15]=[CH:14][C:6]2[C:7]([CH:10]([OH:13])CO)=[CH:8][O:9][C:5]=2[CH:4]=1>C1COCC1.O>[CH3:1][O:2][C:3]1[CH:15]=[CH:14][C:6]2[C:7]([CH:10]=[O:13])=[CH:8][O:9][C:5]=2[CH:4]=1. Procedure: NaIO4 (0.204 g, 1.12 mmol) was added to 1-(6-methoxy-benzofuran-3-yl)-ethane-1,2-diol (0.180 g, 1.196 mmol) in THF (50 mL) and water (1 mL) with stirring. The mixture was stirred overnight at room temperature under N2. Water (10 mL) was added, and the mixture was concentrated to half its volume and extracted with EtOAc. The organic layer was washed with brine and water, dried over anhyd. MgSO4, and evaporated to give a residue, which was purified on a silica gel column eluting with EtOAc/hexane ... The reactants are Cc1nc(N)ncc1Br, CC(C)CCON=O, CCCC(C)C, BrC(Br)Br. The product is Cc1nc(Br)ncc1Br. Reaction SMILES: [Br:9][c:10]1[c:11]([CH3:17])[n:12][c:13]([NH2:16])[n:14][cH:15]1.[CH2:1]([O:2][N:3]=[O:4])[CH2:5][CH:6]([CH3:7])[CH3:8].[CH3:18][CH2:19][CH2:20][CH:21]([CH3:22])[CH3:23].[CH:24]([Br:25])([Br:26])[Br:27]>>[Br:9][c:10]1[c:11]([CH3:17])[n:12][c:13]([Br:25])[n:14][cH:15]1. Starting materials: COCC1C(=O)N(Cc2cnc(NCCN(C)C)nc2)CCN1C(=O)OCc1ccccc1, CC(=O)O. Product: COCC1NCCN(Cc2cnc(NCCN(C)C)nc2)C1=O. RXN SMILES: [CH2:1]([O:2][C:3](=[O:4])[N:11]1[CH:12]([CH2:31][O:32][CH3:33])[C:13](=[O:30])[N:14]([CH2:17][c:18]2[cH:19][n:20][c:21]([NH:24][CH2:25][CH2:26][N:27]([CH3:28])[CH3:29])[n:22][cH:23]2)[CH2:15][CH2:16]1)[c:5]1[cH:6][cH:7][cH:8][cH:9][cH:10]1.[CH3:34][C:35](=[O:36])[OH:37]>>[NH:11]1[CH:12]([CH2:31][O:32][CH3:33])[C:13](=[O:30])[N:14]([CH2:17][c:18]2[cH:19][n:20][c:21]([NH:24][CH2:25][CH2:26][N:27]([CH3:28])[CH3:29])[n:22][cH:23]2)[CH2:15][CH2:16]1. Starting materials: O=C1NC2=C(N=C(C1)C=1C=C(C#N)C=CC1)C=CC(=C2)C#CC=2CCNCC2 (3-[4-Oxo-7-(1,2,3,6-tetrahydro-pyridin-4-ylethynyl)-4,5-dihydro-3H-benzo[b][1,4]diazepin-2-yl]-benzonitrile), CC(=O)OC(=O)C (Ac2O). Solvent: C1CCOC1 (THF). The product is C(C)(=O)N1CCC(=CC1)C#CC1=CC2=C(N=C(CC(N2)=O)C=2C=C(C#N)C=CC2)C=C1 (3-[7-(1-Acetyl-1,2,3,6-tetrahydro-pyridin-4-ylethynyl)-4-oxo-4,5-dihydro-3H-benzo[b][1,4]diazepin-2-yl]-benzonitrile). Yield: 96.3%. As a reaction SMILES: [O:1]=[C:2]1[CH2:8][C:7]([C:9]2[CH:10]=[C:11]([CH:14]=[CH:15][CH:16]=2)[C:12]#[N:13])=[N:6][C:5]2[CH:17]=[CH:18][C:19]([C:21]#[C:22][C:23]3[CH2:24][CH2:25][NH:26][CH2:27][CH:28]=3)=[CH:20][C:4]=2[NH:3]1.[CH3:29][C:30](OC(C)=O)=[O:31]>C1COCC1>[C:30]([N:26]1[CH2:25][CH:24]=[C:23]([C:22]#[C:21][C:19]2[CH:18]=[CH:17][C:5]3[N:6]=[C:7]([C:9]4[CH:10]=[C:11]([CH:14]=[CH:15][CH:16]=4)[C:12]#[N:13])[CH2:8][C:2](=[O:1])[NH:3][C:4]=3[CH:20]=2)[CH2:28][CH2:27]1)(=[O:31])[CH3:29]. Procedure details: Prepared from 3-[4-oxo-7-(1,2,3,6-tetrahydro-pyridin-4-ylethynyl)-4,5-dihydro-3H-benzo[b][1,4]diazepin-2-yl]-benzonitrile (Example 140) (55 mg, 0.15 mmol) by treatment with Ac2O (0.017 mL, 0.165 mmol) in THF (3 mL) at 23° C. for 1 h. Obtained as a sand solid (59 mg). Reactants: ClCCl, O=S(=O)(c1ccc(Nc2ccnc3cc(C(F)(F)F)ccc23)cc1)N1CCNCC1, O=C=Nc1cccc(C(F)(F)F)c1. Product: O=C(Nc1cccc(C(F)(F)F)c1)N1CCN(S(=O)(=O)c2ccc(Nc3ccnc4cc(C(F)(F)F)ccc34)cc2)CC1. As a reaction SMILES: [CH2:44]([Cl:45])[Cl:46].[F:1][C:2]([c:3]1[cH:4][cH:5][c:6]2[c:7]([NH:13][c:14]3[cH:15][cH:16][c:17]([S:20](=[O:21])(=[O:22])[N:23]4[CH2:24][CH2:25][NH:26][CH2:27][CH2:28]4)[cH:18][cH:19]3)[cH:8][cH:9][n:10][c:11]2[cH:12]1)([F:29])[F:30].[F:31][C:32]([c:33]1[cH:34][c:35]([N:39]=[C:40]=[O:41])[cH:36][cH:37][cH:38]1)([F:42])[F:43]>>[F:1][C:2]([c:3]1[cH:4][cH:5][c:6]2[c:7]([NH:13][c:14]3[cH:15][cH:16][c:17]([S:20](=[O:21])(=[O:22])[N:23]4[CH2:24][CH2:25][N:26]([C:40]([NH:39][c:35]5[cH:34][c:33]([C:32]([F:31])([F:42])[F:43])[cH:38][cH:37][cH:36]5)=[O:41])[CH2:27][CH2:28]4)[cH:18][cH:19]3)[cH:8][cH:9][n:10][c:11]2[cH:12]1)([F:29])[F:30]. As a reaction SMILES: [C:1]([CH3:2])([CH3:3])([CH3:4])[O:5][C:6](=[O:7])[NH:8][C:9]1([CH3:24])[CH2:10][N:11]([CH:16]([c:17]2[cH:18][cH:19][cH:20][cH:21][cH:22]2)[CH3:23])[CH2:12][CH:13]1[CH2:14][F:15].[C:28].[CH3:25][CH2:26][OH:27].[H:30][H:31].[Pd:29]>>[C:1]([CH3:2])([CH3:3])([CH3:4])[O:5][C:6](=[O:7])[NH:8][C:9]1([CH3:24])[CH2:10][NH:11][CH2:12][CH:13]1[CH2:14][F:15]. The reactants are CC(c1ccccc1)N1CC(CF)C(C)(NC(=O)OC(C)(C)C)C1, C, CCO, [H][H], [Pd]. The product is CC(C)(C)OC(=O)NC1(C)CNCC1CF. Starting materials: BrCCCCCCCCCC(F)(F)F (1-bromo-10,10,10-trifluorodecane), C1(=CC=CC=C1)P(C1=CC=CC=C1)C1=CC=CC=C1 (triphenylphosphine). Run in C(C)#N (acetonitrile). Yields the product [Br-].FC(CCCCCCCCC[P+](C1=CC=CC=C1)(C1=CC=CC=C1)C1=CC=CC=C1)(F)F (10,10,10-Trifluorodecyl-triphenylphosphonium bromide). Reaction SMILES: [Br:1][CH2:2][CH2:3][CH2:4][CH2:5][CH2:6][CH2:7][CH2:8][CH2:9][CH2:10][C:11]([F:14])([F:13])[F:12].[C:15]1([P:21]([C:28]2[CH:33]=[CH:32][CH:31]=[CH:30][CH:29]=2)[C:22]2[CH:27]=[CH:26][CH:25]=[CH:24][CH:23]=2)[CH:20]=[CH:19][CH:18]=[CH:17][CH:16]=1>C(#N)C>[Br-:1].[F:12][C:11]([F:14])([F:13])[CH2:10][CH2:9][CH2:8][CH2:7][CH2:6][CH2:5][CH2:4][CH2:3][CH2:2][P+:21]([C:22]1[CH:23]=[CH:24][CH:25]=[CH:26][CH:27]=1)([C:28]1[CH:33]=[CH:32][CH:31]=[CH:30][CH:29]=1)[C:15]1[CH:16]=[CH:17][CH:18]=[CH:19][CH:20]=1 |f:3.4|. Procedure: A stirred solution of 1-bromo-10,10,10-trifluorodecane (4.75 g) and triphenylphosphine (4.53 g) in acetonitrile (100 ml) was heated under reflux for 3 days. The solution was evaporated under vacuum and the residue was washed with ether, dissolved in toluene and the solution diluted with ether to give the product as a hygroscopic solid.